From a dataset of the Open Reaction Database (ORD), a public repository of structured organic reaction records. describe an organic reaction: reactants, conditions, products, and yield The reactants are CC1=CC=C(C=C1)S(=O)(=O)OCC1OC2=C(C1)C=CC=C2Br ((±)-(7-bromo-2,3-dihydro-1-benzofuran-2-yl)methyl 4-methylbenzenesulfonate), Intermediate 37, CC=1C=C(C=CC1)B(O)O (3-methylphenylboronic acid), CC(C)([O-])C.[K+] (potassium tert-butoxide). The reagents and catalysts are CC1=C([P](C2=C(C)C=CC=C2)([Pd]([P](C3=C(C)C=CC=C3)(C4=C(C)C=CC=C4)C(C=CC=C5)=C5C)(Cl)Cl)C6=C(C)C=CC=C6)C=CC=C1 (dichlorobis(tri-o-tolylphosphine)-palladium(II)). The product is CC1=CC=C(C=C1)S(=O)(=O)OCC1OC2=C(C1)C=CC=C2C2=C(C=CC=C2)C ((±)-[7-(2-methylphenyl)-2,3-dihydro-1-benzofuran-2-yl]methyl 4-methylbenzenesulfonate). Isolated yield 69.5%. RXN SMILES: [CH3:1][C:2]1[CH:7]=[CH:6][C:5]([S:8]([O:11][CH2:12][CH:13]2[CH2:17][C:16]3[CH:18]=[CH:19][CH:20]=[C:21](Br)[C:15]=3[O:14]2)(=[O:10])=[O:9])=[CH:4][CH:3]=1.[CH3:23][C:24]1[CH:25]=[C:26](B(O)O)[CH:27]=[CH:28][CH:29]=1.CC(C)([O-])C.[K+]>CC1C=CC=CC=1[P](C1C=CC=CC=1C)([Pd](Cl)(Cl)[P](C1=C(C)C=CC=C1)(C1C=CC=CC=1C)C1C=CC=CC=1C)C1C=CC=CC=1C>[CH3:1][C:2]1[CH:7]=[CH:6][C:5]([S:8]([O:11][CH2:12][CH:13]2[CH2:17][C:16]3[CH:18]=[CH:19][CH:20]=[C:21]([C:29]4[CH:28]=[CH:27][CH:26]=[CH:25][C:24]=4[CH3:23])[C:15]=3[O:14]2)(=[O:10])=[O:9])=[CH:4][CH:3]=1 |f:2.3,^1:45,56|. Procedure: Treatment of (±)-(7-bromo-2,3-dihydro-1-benzofuran-2-yl)methyl 4-methylbenzenesulfonate (0.50 g, 1.305 mmol) with 3-methylphenylboronic acid (0.266 g, 1.96 mmol), dichlorobis(tri-o-tolylphosphine)-palladium(II) (0.051 g, 0.065 mmol), and potassium tert-butoxide (0.366 g, 3.26 mmol) generally according to the procedure described for Intermediate 37 provided 0.358 g (70%) of (±)-[7-(2-methylphenyl)-2,3-dihydro-1-benzofuran-2-yl]methyl 4-methylbenzenesulfonate as a white solid. mp 98-100° C.; Anal....